Task: describe an organic reaction: reactants, conditions, products, and yield. Dataset: the Open Reaction Database (ORD), a public repository of structured organic reaction records Starting materials: O (water), FC1=C(C(=CC(=C1)C(C)(C)O)F)C1=CC(=C(S1)NC1=NNC(C=C1)=O)C(=O)N (5-[2,6-Difluoro-4-(1-hydroxy-1-methylethyl)phenyl]-2-[(6-oxo-1,6-dihydropyridazin-3-yl)amino]thiophene-3-carboxamide), C(=O)([O-])[O-].[K+].[K+] (K2CO3), IC (iodomethane). Solvent: CN(C)C=O (DMF). Product: FC1=C(C(=CC(=C1)C(C)(C)O)F)C1=CC(=C(S1)NC1=NN(C(C=C1)=O)C)C(=O)N (5-[2,6-Difluoro-4-(1-hydroxy-1-methylethyl)phenyl]-2-[(1-methyl-6-oxo-1,6-dihydropyridazin-3-yl)amino]thiophene-3-carboxamide). As a reaction SMILES: [F:1][C:2]1[CH:7]=[C:6]([C:8]([OH:11])([CH3:10])[CH3:9])[CH:5]=[C:4]([F:12])[C:3]=1[C:13]1[S:17][C:16]([NH:18][C:19]2[CH:24]=[CH:23][C:22](=[O:25])[NH:21][N:20]=2)=[C:15]([C:26]([NH2:28])=[O:27])[CH:14]=1.[C:29]([O-])([O-])=O.[K+].[K+].IC.O>CN(C=O)C>[F:12][C:4]1[CH:5]=[C:6]([C:8]([OH:11])([CH3:10])[CH3:9])[CH:7]=[C:2]([F:1])[C:3]=1[C:13]1[S:17][C:16]([NH:18][C:19]2[CH:24]=[CH:23][C:22](=[O:25])[N:21]([CH3:29])[N:20]=2)=[C:15]([C:26]([NH2:28])=[O:27])[CH:14]=1 |f:1.2.3|. Reported procedure: 5-[2,6-Difluoro-4-(1-hydroxy-1-methylethyl)phenyl]-2-[(6-oxo-1,6-dihydropyridazin-3-yl)amino]thiophene-3-carboxamide (Example 578 Step 3) (50 mg, 0.123 mmol), K2CO3 (18.70 mg, 0.135 mmol) and iodomethane (8.08 μL, 0.129 mmol) were stirred in DMF (1 mL) at 80° C. overnight. The reaction mixture was cooled to room temperature, water was added and the products extracted into EtOAc (2×). The combined organic extracts were washed with brine, dried over MgSO4 and concentrated in vacuo. Purification of... Reactants: C(C)OC([C@@H](CN)O)=O ((R)-isoserine ethyl ester), C=1C=CC2=C(C1)N=NN2O (HOBt), CCN=C=NCCCN(C)C (EDAC), C1(CCCCC1)C1=C(C=CC=C1)C(C1=CC=C(C(=O)O)C=C1)NC(=O)NC1=CC(=CC(=C1)C(F)(F)F)OC (4-[1-(Cyclohexylphenyl)-3-(3-methoxy-5-trifluormethylphenyl)ureidomethyl]benzoic acid). Solvent: CN(C)C=O (DMF), CN(C)C=O (DMF), C(C)(=O)OCC (ethyl acetate), O (Water). Conditions: time 30 minute. Product: C(C)OC([C@@H](CNC(C1=CC=C(C=C1)C(C1=CC=C(C=C1)C1CCCCC1)NC(=O)NC1=CC(=CC(=C1)C(F)(F)F)OC)=O)O)=O ((R)-3-{4-[1-(4-cyclohexylphenyl)-3-(3-methoxy-5-trifluoromethylphenyl)ureidomethyl]benzoylamino}-2-hydroxypropionic acid ethyl ester). The yield is 99.3%. Reaction SMILES: C1([C:7]2[CH:12]=[CH:11][CH:10]=[CH:9][C:8]=2[CH:13]([NH:23][C:24]([NH:26][C:27]2[CH:32]=[C:31]([C:33]([F:36])([F:35])[F:34])[CH:30]=[C:29]([O:37][CH3:38])[CH:28]=2)=[O:25])[C:14]2[CH:22]=[CH:21][C:17]([C:18](O)=[O:19])=[CH:16][CH:15]=2)CCCCC1.[CH:39]1[CH:40]=[CH:41][C:42]2N(O)N=N[C:43]=2[CH:44]=1.CCN=C=NCCCN(C)C.[CH2:60]([O:62][C:63](=[O:68])[C@H:64]([OH:67])[CH2:65][NH2:66])[CH3:61]>CN(C=O)C.C(OCC)(=O)C.O>[CH2:60]([O:62][C:63](=[O:68])[C@H:64]([OH:67])[CH2:65][NH:66][C:18](=[O:19])[C:17]1[CH:21]=[CH:22][C:14]([CH:13]([NH:23][C:24]([NH:26][C:27]2[CH:32]=[C:31]([C:33]([F:34])([F:35])[F:36])[CH:30]=[C:29]([O:37][CH3:38])[CH:28]=2)=[O:25])[C:8]2[CH:9]=[CH:10][C:11]([CH:39]3[CH2:40][CH2:41][CH2:42][CH2:43][CH2:44]3)=[CH:12][CH:7]=2)=[CH:15][CH:16]=1)[CH3:61]. Reported procedure: 4-[1-(Cyclohexylphenyl)-3-(3-methoxy-5-trifluormethylphenyl)ureidomethyl]benzoic acid (420 mg, 0.8 mmol) was dissolved in DMF (10 mL), and then HOBt (160 mg, 1.2 mmol) and EDAC (230 mg, 1.2 mmol) were added. The reaction mixture was allowed to stand for 30 min, then (R)-isoserine ethyl ester (260 mg, 1.2 mmol) and dissopropylethylamine (210 mL, 1.2 mmol) dissolved in DMF (5 mL) were added and the reaction mixture was stirred at room temperature for 16 hours. Water (50 mL) and ethyl acetate (100 ... The reactants are CCCCCCCC(=O)N(C)Cc1cccc(-c2ccc(Nc3ccccc3C(=O)O)cc2)c1, CC(C)CCN, CCN=C=NCCCN(C)C, CCOC(C)=O, ClCCl, Cl, On1nnc2ccccc21. Product: CCCCCCCC(=O)N(C)Cc1cccc(-c2ccc(Nc3ccccc3C(=O)NCCC(C)C)cc2)c1. RXN SMILES: [CH3:17][N:18]([C:19]([CH2:20][CH2:21][CH2:22][CH2:23][CH2:24][CH2:25][CH3:26])=[O:27])[CH2:28][c:29]1[cH:30][c:31](-[c:35]2[cH:36][cH:37][c:38]([NH:41][c:42]3[c:43]([C:44](=[O:45])[OH:46])[cH:47][cH:48][cH:49][cH:50]3)[cH:39][cH:40]2)[cH:32][cH:33][cH:34]1.[CH3:1][CH:2]([CH2:3][CH2:4][NH2:5])[CH3:6].[CH3:52][N:53]([CH3:54])[CH2:55][CH2:56][CH2:57][N:58]=[C:59]=[N:60][CH2:61][CH3:62].[CH3:66][CH2:67][O:68][C:69](=[O:70])[CH3:71].[Cl:63][CH2:64][Cl:65].[ClH:51].[OH:7][n:8]1[c:9]2[cH:10][cH:11][cH:12][cH:13][c:14]2[n:15][n:16]1>>[CH3:1][CH:2]([CH2:3][CH2:4][NH:5][C:44]([c:43]1[c:42]([NH:41][c:38]2[cH:37][cH:36][c:35](-[c:31]3[cH:30][c:29]([CH2:28][N:18]([CH3:17])[C:19]([CH2:20][CH2:21][CH2:22][CH2:23][CH2:24][CH2:25][CH3:26])=[O:27])[cH:34][cH:33][cH:32]3)[cH:40][cH:39]2)[cH:50][cH:49][cH:48][cH:47]1)=[O:45])[CH3:6]. The reactants are [Cl-].C[Al+]C (dimethylaluminum chloride), solution, Cl.CNOC (N,O-dimethylhydroxylamine hydrochloride), CC1=NC=C(C(=O)OC)C=C1 (methyl 6-methylnicotinate), O (water). Solvent: CCCCCC (hexane), ClCCl (dichloromethane), ClCCl (dichloromethane). Reaction conditions: time 1 hour. The product is CN(C(C1=CN=C(C=C1)C)=O)OC (6-methylnicotinic acid N,O-dimethylhydroxylamide). Isolated yield 61.8%. Reaction SMILES: Cl.[CH3:2][NH:3][O:4][CH3:5].[Cl-].C[Al+]C.[CH3:10][C:11]1[CH:20]=[CH:19][C:14]([C:15](OC)=[O:16])=[CH:13][N:12]=1.O>ClCCl.CCCCCC>[CH3:2][N:3]([O:4][CH3:5])[C:15](=[O:16])[C:14]1[CH:19]=[CH:20][C:11]([CH3:10])=[N:12][CH:13]=1 |f:0.1,2.3|. Reported procedure: N,O-dimethylhydroxylamine hydrochloride (710 mg, 7.28 mmol) was suspended in dichloromethane (50 mL). To this, dimethylaluminum chloride (a 1.04 mol/L solution in hexane, 7.00 mL, 7.28 mmol) was slowly added under a nitrogen atmosphere at 0° C. and the mixture was stirred at the same temperature for 1 hour. To this, methyl 6-methylnicotinate (1.00 g, 6.62 mmol) was added, and (7.00 mg, 1.88 mmol) was added at room temperature. Then, water was added to the reaction mixture, and extraction with di... Reactants: CC(C)(C)OC(=O)N1Cc2cc(Cl)c(C3=CCOCC3)cc2C1, CO, [H][H], O=[Pt]=O. The product is CC(C)(C)OC(=O)N1Cc2cc(Cl)c(C3CCOCC3)cc2C1. Reaction SMILES: [C:1]([CH3:2])([CH3:3])([CH3:4])[O:5][C:6](=[O:7])[N:8]1[CH2:9][c:10]2[cH:11][c:12]([C:18]3=[CH:23][CH2:22][O:21][CH2:20][CH2:19]3)[c:13]([Cl:17])[cH:14][c:15]2[CH2:16]1.[CH3:26][OH:27].[H:24][H:25].[Pt:28](=[O:29])=[O:30]>>[C:1]([CH3:2])([CH3:3])([CH3:4])[O:5][C:6](=[O:7])[N:8]1[CH2:9][c:10]2[cH:11][c:12]([CH:18]3[CH2:19][CH2:20][O:21][CH2:22][CH2:23]3)[c:13]([Cl:17])[cH:14][c:15]2[CH2:16]1. Starting materials: C, CCO, CN1CCN(CC#Cc2cc(Cl)c3c(c2)CN(Cc2ccc(C(F)(F)F)cc2)C3=O)CC1, [H][H], [Pd]. The product is CN1CCN(CCCc2cc(Cl)c3c(c2)CN(Cc2ccc(C(F)(F)F)cc2)C3=O)CC1. Reaction SMILES: [C:38].[CH3:35][CH2:36][OH:37].[Cl:1][c:2]1[cH:3][c:4]([C:23]#[C:24][CH2:25][N:26]2[CH2:27][CH2:28][N:29]([CH3:32])[CH2:30][CH2:31]2)[cH:5][c:6]2[c:10]1[C:9](=[O:11])[N:8]([CH2:12][c:13]1[cH:14][cH:15][c:16]([C:19]([F:20])([F:21])[F:22])[cH:17][cH:18]1)[CH2:7]2.[H:33][H:34].[Pd:39]>>[Cl:1][c:2]1[cH:3][c:4]([CH2:23][CH2:24][CH2:25][N:26]2[CH2:27][CH2:28][N:29]([CH3:32])[CH2:30][CH2:31]2)[cH:5][c:6]2[c:10]1[C:9](=[O:11])[N:8]([CH2:12][c:13]1[cH:14][cH:15][c:16]([C:19]([F:20])([F:21])[F:22])[cH:17][cH:18]1)[CH2:7]2. Reactants: ClC1OC(=O)C2=C(C=CC=C12)OC1=NC(=CC(=N1)OC)OC (3-chloro-7-[(4,6-dimethoxy-pyrimidin-2-yl)oxy]-phthalide), C1(=CC=CC=C1)[O-].[K+] (potassium phenolate), C1COCCOCCOCCOCCOCCO1 (18-crown-6). The solvent is C(C)#N (acetonitrile). Run at time 19 hour. Product: COC1=NC(=NC(=C1)OC)OC=1C=CC=C2C(OC(=O)C12)OC1=CC=CC=C1 (7-[(4,6-dimethoxy-pyrimidin-2-yl)oxy]-3-phenoxy-phthalide). RXN SMILES: Cl[CH:2]1[C:11]2[C:6](=[C:7]([O:12][C:13]3[N:18]=[C:17]([O:19][CH3:20])[CH:16]=[C:15]([O:21][CH3:22])[N:14]=3)[CH:8]=[CH:9][CH:10]=2)[C:4](=[O:5])[O:3]1.[C:23]1([O-:29])[CH:28]=[CH:27][CH:26]=[CH:25][CH:24]=1.[K+].C1OCCOCCOCCOCCOCCOC1>C(#N)C>[CH3:22][O:21][C:15]1[CH:16]=[C:17]([O:19][CH3:20])[N:18]=[C:13]([O:12][C:7]2[CH:8]=[CH:9][CH:10]=[C:11]3[C:6]=2[C:4](=[O:5])[O:3][CH:2]3[O:29][C:23]2[CH:28]=[CH:27][CH:26]=[CH:25][CH:24]=2)[N:14]=1 |f:1.2|. Procedure: A mixture of 1.4 g of 3-chloro-7-[(4,6-dimethoxy-pyrimidin-2-yl)oxy]-phthalide (see Example 85) and 0.63 g of potassium phenolate is heated at reflux temperature in the presence of a spatula tip of 18-crown-6 in 15 ml of acetonitrile. After 19 hours, the reaction mixture is filtered through Celite® and concentrated by evaporation, and the crude product is purified by column chromatography (eluant 25% ethyl acetate/n-hexane) to yield 7-[(4,6-dimethoxy-pyrimidin-2-yl)oxy]-3-phenoxy-phthalide in th... Starting materials: Cc1cc(Cl)cc([N+](=O)[O-])c1Br, CCO, [Cl-], [Fe], [NH4+], O. Yields the product Cc1cc(Cl)cc(N)c1Br. RXN SMILES: [Br:1][c:2]1[c:3]([CH3:12])[cH:4][c:5]([Cl:11])[cH:6][c:7]1[N+:8]([O-:9])=[O:10].[CH3:13][CH2:14][OH:15].[Cl-:16].[Fe:18].[NH4+:17].[OH2:19]>>[Br:1][c:2]1[c:3]([CH3:12])[cH:4][c:5]([Cl:11])[cH:6][c:7]1[NH2:8]. The reactants are [H-].[Na+] (sodium hydride), C(C)(=O)O.OCNC(C)=O (N-(hydroxymethyl)acetamide acetate), BrC=1NC(=C(C1Br)S(=O)(=O)C(F)(F)F)C1=CC=C(C=C1)Cl (2,3-dibromo-5-(p-chlorophenyl)-4-[(trifluoromethyl)sulfonyl]pyrrole). Solvent: O1CCCC1 (tetrahydrofuran), O1CCCC1 (tetrahydrofuran). Conditions: time 15 minute. The product is BrC=1N(C(=C(C1Br)S(=O)(=O)C(F)(F)F)C1=CC=C(C=C1)Cl)CNC(C)=O (N-{{2,3-Dibromo-5-(p-chlorophenyl)-4[(trifluoromethyl)sulfonyl]pyrrol-1-yl}methyl)acetamide). Yield: 84.7%. RXN SMILES: [H-].[Na+].[Br:3][C:4]1[NH:5][C:6]([C:17]2[CH:22]=[CH:21][C:20]([Cl:23])=[CH:19][CH:18]=2)=[C:7]([S:10]([C:13]([F:16])([F:15])[F:14])(=[O:12])=[O:11])[C:8]=1[Br:9].C(O)(=O)C.O[CH2:29][NH:30][C:31](=[O:33])[CH3:32]>O1CCCC1>[Br:3][C:4]1[N:5]([CH2:29][NH:30][C:31](=[O:33])[CH3:32])[C:6]([C:17]2[CH:22]=[CH:21][C:20]([Cl:23])=[CH:19][CH:18]=2)=[C:7]([S:10]([C:13]([F:16])([F:15])[F:14])(=[O:12])=[O:11])[C:8]=1[Br:9] |f:0.1,3.4|. Procedure: A mixture of sodium hydride (0.5 g, 60%, 0.0125 mol) and tetrahydrofuran is treated with 2,3-dibromo-5-(p-chlorophenyl)-4-[(trifluoromethyl)sulfonyl]pyrrole (4.67 g, 0.01 mol), stirred for 15 minutes and treated with a solution of N-(hydroxymethyl)acetamide acetate (ester) (1.64 g, 0.0125 mol) in tetrahydrofuran. The reaction mixture is heated at reflux for 18 hours, concentrated in vacuo and poured into a water/ether mixture. The organic phase is separated, washed with water and brine, dried ov... The solvent is CC#N (CH3CN). Reported procedure: To a mixture of ethyl 5-(2-amino-4-fluoro-5-nitrophenyl)-3,3-dimethylpent-4-ynoate (34.5 g, 0.11 mol) and PdCl2 (10.4 g, 58.6 nmol) in CH3CN (350 mL) was heated to reflux for 1.5 hours. The reaction mixture was cooled down to room temperature. Ethyl acetate (300 mL) was added, the precipitate was filtered off and washed with methanol. The filtrate was concentrated under reduced pressure and the residue was purified by column chromatography on silica gel (petroleum ether/ethyl acetate 40:1) to gi... Reagents/catalysts: Cl[Pd]Cl (PdCl2). The product is FC1=C(C=C2C=C(NC2=C1)C(CC(=O)OCC)(C)C)[N+](=O)[O-] (ethyl 3-(6-fluoro-5-nitro-1H-indol-2-yl)-3-methylbutanoate). The yield is 100.3%. Starting materials: NC1=C(C=C(C(=C1)F)[N+](=O)[O-])C#CC(CC(=O)OCC)(C)C (ethyl 5-(2-amino-4-fluoro-5-nitrophenyl)-3,3-dimethylpent-4-ynoate), C(C)(=O)OCC (Ethyl acetate). Reaction SMILES: [NH2:1][C:2]1[CH:7]=[C:6]([F:8])[C:5]([N+:9]([O-:11])=[O:10])=[CH:4][C:3]=1[C:12]#[C:13][C:14]([CH3:22])([CH3:21])[CH2:15][C:16]([O:18][CH2:19][CH3:20])=[O:17].C(OCC)(=O)C>CC#N.Cl[Pd]Cl>[F:8][C:6]1[CH:7]=[C:2]2[C:3]([CH:12]=[C:13]([C:14]([CH3:21])([CH3:22])[CH2:15][C:16]([O:18][CH2:19][CH3:20])=[O:17])[NH:1]2)=[CH:4][C:5]=1[N+:9]([O-:11])=[O:10].